Dataset: the Open Reaction Database (ORD), a public repository of structured organic reaction records. Task: describe an organic reaction: reactants, conditions, products, and yield Starting materials: O=C([O-])[O-], Ic1cccs1, [K+], [K+], OB(O)c1ccc(F)cc1. Product: Fc1ccc(-c2cccs2)cc1. As a reaction SMILES: [C:17](=[O:18])([O-:19])[O-:20].[I:1][c:2]1[s:3][cH:4][cH:5][cH:6]1.[K+:21].[K+:22].[OH:7][B:8]([OH:9])[c:10]1[cH:11][cH:12][c:13]([F:14])[cH:15][cH:16]1>>[c:2]1(-[c:10]2[cH:11][cH:12][c:13]([F:14])[cH:15][cH:16]2)[s:3][cH:4][cH:5][cH:6]1. The product is CCCCc1ccc(-c2ccnc(NC3CC(C)(C)NC(C)(C)C3)n2)s1. Reaction SMILES: [CH2:19]([CH2:20][CH2:21][CH3:22])[c:23]1[s:24][cH:25][cH:26][cH:27]1.[Cl:1][c:2]1[n:3][c:4]([NH:8][CH:9]2[CH2:10][C:11]([CH3:17])([CH3:18])[NH:12][C:13]([CH3:15])([CH3:16])[CH2:14]2)[n:5][cH:6][cH:7]1>>[c:2]1(-[c:25]2[s:24][c:23]([CH2:19][CH2:20][CH2:21][CH3:22])[cH:27][cH:26]2)[n:3][c:4]([NH:8][CH:9]2[CH2:10][C:11]([CH3:17])([CH3:18])[NH:12][C:13]([CH3:15])([CH3:16])[CH2:14]2)[n:5][cH:6][cH:7]1. The reactants are CCCCc1cccs1, CC1(C)CC(Nc2nccc(Cl)n2)CC(C)(C)N1.